Dataset: the Open Reaction Database (ORD), a public repository of structured organic reaction records. Task: describe an organic reaction: reactants, conditions, products, and yield Reactants: CC1=NC=2N(C(=C1)C)N=C(N2)S (5,7-dimethyl-[1,2,4]triazolo[1,5-a]pyrimidine-2-thiol), N1C=C(C2=CC=CC=C12)CCO (2-(1H-indol-3-yl)ethanol). The product is CC1=NC=2N(C(=C1)C)N=C(N2)SCCC2=CNC1=CC=CC=C21 (3-[2-({5,7-dimethyl-[1,2,4]triazolo[1,5-a]pyrimidin-2-yl}sulfanyl)ethyl]-1H-indole). Yield: 54.0%. As a reaction SMILES: [CH3:1][C:2]1[CH:7]=[C:6]([CH3:8])[N:5]2[N:9]=[C:10]([SH:12])[N:11]=[C:4]2[N:3]=1.[NH:13]1[C:21]2[C:16](=[CH:17][CH:18]=[CH:19][CH:20]=2)[C:15]([CH2:22][CH2:23]O)=[CH:14]1>>[CH3:1][C:2]1[CH:7]=[C:6]([CH3:8])[N:5]2[N:9]=[C:10]([S:12][CH2:23][CH2:22][C:15]3[C:16]4[C:21](=[CH:20][CH:19]=[CH:18][CH:17]=4)[NH:13][CH:14]=3)[N:11]=[C:4]2[N:3]=1. Procedure details: The title compound was prepared according to the experimentals described for Example 9 above from 5,7-dimethyl-[1,2,4]triazolo[1,5-a]pyrimidine-2-thiol and 2-(1H-indol-3-yl)ethanol in 54% yield; EM (calc.): 323.1; MS (ESI) m/e: 324.1 (M+H)+. The reactants are CO (methanol), O=C1N(C(C1NC(COC1=CC=CC=C1)=O)SNC1=CC=CC=C1)C(C(=O)OC)C(=C)C (Methyl 2-oxo-3-(2-phenoxyacetamido)-4-anilinothio-α-isopropenyl-1-azetidineacetate), B(F)(F)F.CCOCC (boron trifluoride etherate). Run in C(Cl)Cl (methylene chloride). Conditions: time 3 hour. Product: COCC1(S[C@H]2N(C1C(=O)OC)C(C2NC(COC2=CC=CC=C2)=O)=O)C (methyl 2-methoxymethyl-2-methyl-6-(2-phenoxyacetamido)penam-3-carboxylate). As a reaction SMILES: [O:1]=[C:2]1[CH:5]([NH:6][C:7](=[O:16])[CH2:8][O:9][C:10]2[CH:15]=[CH:14][CH:13]=[CH:12][CH:11]=2)[CH:4]([S:17]NC2C=CC=CC=2)[N:3]1[CH:25]([C:30]([CH3:32])=[CH2:31])[C:26]([O:28][CH3:29])=[O:27].CO.B(F)(F)F.C[CH2:40][O:41]CC>C(Cl)Cl>[CH3:40][O:41][CH2:31][C:30]1([CH3:32])[CH:25]([C:26]([O:28][CH3:29])=[O:27])[N:3]2[C:2](=[O:1])[CH:5]([NH:6][C:7](=[O:16])[CH2:8][O:9][C:10]3[CH:15]=[CH:14][CH:13]=[CH:12][CH:11]=3)[C@H:4]2[S:17]1 |f:2.3|. Procedure details: Methyl 2-oxo-3-(2-phenoxyacetamido)-4-anilinothio-α-isopropenyl-1-azetidineacetate (454 mg) was dissolved in methylene chloride (20 ml). To this solution were added methanol (5 ml) and then boron trifluoride etherate (0.124 g) under cooling at 0° C. The mixture was stirred for 3 hours at the same temperature and further stirred for 2 hours at 5° to 10° C. After the reaction, the reaction mixture was washed with 5% sodium bicarbonate aqueous solution and then with water, dried and the solvent was... The reactants are CCN(CC)C(=O)c1ccc(NC)c([N+](=O)[O-])c1, CCOC(C)=O. The product is CCN(CC)C(=O)c1ccc(NC)c(N)c1. As a reaction SMILES: [CH2:1]([CH3:2])[N:3]([C:4]([c:5]1[cH:6][c:7]([N+:13]([O-:14])=[O:15])[c:8]([NH:11][CH3:12])[cH:9][cH:10]1)=[O:16])[CH2:17][CH3:18].[CH3:19][CH2:20][O:21][C:22]([CH3:23])=[O:24]>>[CH2:1]([CH3:2])[N:3]([C:4]([c:5]1[cH:6][c:7]([NH2:13])[c:8]([NH:11][CH3:12])[cH:9][cH:10]1)=[O:16])[CH2:17][CH3:18]. The reactants are Clc1ccc(Br)cc1Cl, CCCN1C(C)CNCC1C, Cl. Product: CCCN1C(C)CN(c2ccc(Cl)c(Cl)c2)CC1C. As a reaction SMILES: [Br:1][c:2]1[cH:3][c:4]([Cl:9])[c:5]([Cl:8])[cH:6][cH:7]1.[CH3:10][CH:11]1[N:12]([CH2:18][CH2:19][CH3:20])[CH:13]([CH3:17])[CH2:14][NH:15][CH2:16]1.[ClH:21]>>[c:2]1([N:15]2[CH2:14][CH:13]([CH3:17])[N:12]([CH2:18][CH2:19][CH3:20])[CH:11]([CH3:10])[CH2:16]2)[cH:3][c:4]([Cl:9])[c:5]([Cl:8])[cH:6][cH:7]1.